Task: describe an organic reaction: reactants, conditions, products, and yield. Dataset: the Open Reaction Database (ORD), a public repository of structured organic reaction records The product is S1C(=NC=C1)C(C)(O)C=1SC=CN1 (1,1-Di(2-thiazolyl)ethanol). Reaction conditions: time 30 minute. Reaction SMILES: C([Li])CCC.Br[C:7]1[S:8][CH:9]=[CH:10][N:11]=1.[C:12]([C:15]1[S:16][CH:17]=[CH:18][N:19]=1)(=[O:14])[CH3:13].C(=O)([O-])O.[Na+]>C(OCC)C>[S:8]1[CH:9]=[CH:10][N:11]=[C:7]1[C:12]([C:15]1[S:16][CH:17]=[CH:18][N:19]=1)([OH:14])[CH3:13] |f:3.4|. Starting materials: C(C)(=O)C=1SC=CN1 (2-acetylthiazole), C(O)([O-])=O.[Na+] (sodium hydrogen carbonate), C(CCC)[Li] (n-Butyllithium), BrC=1SC=CN1 (2-bromothiazole). Procedure details: n-Butyllithium (2.5M solution in hexanes, 17.3 ml) was added dropwise to a stirred solution of 2-bromothiazole (6.5 g) in anhydrous diethyl ether (40 ml) at -70° C. under an atmosphere of dry nitrogen. After 30 minutes, 2-acetylthiazole (5 g) in diethyl ether (10 ml) was added dropwise. After a further 1 hour, the mixture was allowed to warm to room temperature. After 1 hour, saturated aqueous sodium hydrogen carbonate solution was added and the organic phase was separated. Further processing in... Run in C(C)OCC (diethyl ether), C(C)OCC (diethyl ether). Reactants: C(C)(=O)OC(C)=O (acetic anhydride), C(C)(=O)O.CC=1C(=C(C(=C(O)C1)C)C)O (trimethylhydroquinone monoacetate), CC(C)CCCC(C)CCCC(C)CCCC(C)(C=C)O (isophytol), amine, C(C)(=O)OC(C)=O (acetic anhydride). Yields the product CC1=C2C(=C(C(=C1C)OC(=O)C)C)CC[C@@](O2)(C)CCC[C@H](C)CCC[C@H](C)CCCC(C)C (vitamin E acetate). As a reaction SMILES: [C:1]([OH:4])(=[O:3])[CH3:2].[CH3:5][C:6]1[C:7](O)=[C:8]([CH3:14])[C:9]([CH3:13])=[C:10]([CH:12]=1)O.[CH3:16][CH:17]([CH2:19][CH2:20][CH2:21][CH:22]([CH2:24][CH2:25][CH2:26][CH:27]([CH2:29][CH2:30][CH2:31][C:32]([OH:36])([CH:34]=[CH2:35])[CH3:33])[CH3:28])[CH3:23])[CH3:18].C(OC(=O)C)(=O)C>>[CH3:13][C:9]1[C:8]([CH3:14])=[C:7]([O:3][C:1]([CH3:2])=[O:4])[C:6]([CH3:5])=[C:12]2[CH2:35][CH2:34][C@:32]([CH2:31][CH2:30][CH2:29][C@@H:27]([CH2:26][CH2:25][CH2:24][C@@H:22]([CH2:21][CH2:20][CH2:19][CH:17]([CH3:16])[CH3:18])[CH3:23])[CH3:28])([CH3:33])[O:36][C:10]=12 |f:0.1|. Reported procedure: The condensation of trimethylhydroquinone monoacetate (TMHQ-MA) with isophytol is described in DE-OS 2 160 103 (=U.S. Pat. No. 3,789,086). With the use of Fe (II) Cl2 and hydrochloric acid and simultaneous removal of the water of reaction, only small quantities of α-tocopherol acetate are obtained and it is necessary to acetylate subsequently with amine catalysis and addition of hyperstoichiometric quantities of acetic anhydride. The yields are unsatisfactory, the two-step procedure is expensive... Starting materials: FC1=CC=C(C=C1)NC(NC1=CC=C(C=C1)C=1C=C2CN(C(C2=CC1)=O)[C@H](C(=O)OC)C(C)C)=O ((S)-Methyl 2-(5-(4-(3-(4-fluorophenyl)ureido)phenyl)-1-oxoisoindolin-2-yl)-3-methylbutanoate), NC1=CC=C(C=C1)C=1C=C2CN(C(C2=CC1)=O)[C@H](C(=O)OC)C(C)C ((S)-Methyl 2-(5-(4-aminophenyl)-1-oxoisoindolin-2-yl)-3-methylbutanoate), C(#N)C=1C=C(C=CC1)N=C=O (3-cyanophenyl isocyanate), compound, compound. The product is C(#N)C=1C=C(C=CC1)NC(NC1=CC=C(C=C1)C=1C=C2CN(C(C2=CC1)=O)[C@H](C(=O)OC)C(C)C)=O ((S)-Methyl 2-(5-(4-(3-(3-cyanophenyl)ureido)phenyl)-1-oxoisoindolin-2-yl)-3-methylbutanoate). RXN SMILES: F[C:2]1[CH:7]=[CH:6][C:5]([NH:8][C:9](=[O:35])[NH:10][C:11]2[CH:16]=[CH:15][C:14]([C:17]3[CH:18]=[C:19]4[C:23](=[CH:24][CH:25]=3)[C:22](=[O:26])[N:21]([C@@H:27]([CH:32]([CH3:34])[CH3:33])[C:28]([O:30][CH3:31])=[O:29])[CH2:20]4)=[CH:13][CH:12]=2)=[CH:4][CH:3]=1.[NH2:36][C:37]1C=CC(C2C=C3C(=CC=2)C(=O)N([C@@H](C(C)C)C(OC)=O)C3)=CC=1.C(C1C=C(N=C=O)C=CC=1)#N>>[C:37]([C:7]1[CH:6]=[C:5]([NH:8][C:9](=[O:35])[NH:10][C:11]2[CH:16]=[CH:15][C:14]([C:17]3[CH:18]=[C:19]4[C:23](=[CH:24][CH:25]=3)[C:22](=[O:26])[N:21]([C@@H:27]([CH:32]([CH3:33])[CH3:34])[C:28]([O:30][CH3:31])=[O:29])[CH2:20]4)=[CH:13][CH:12]=2)[CH:4]=[CH:3][CH:2]=1)#[N:36]. Reported procedure: The compound of example 254 was prepared analogous to compound of example 224 by reaction of compound of example 223 with 3-cyanophenyl isocyanate. The compound of example 254 was used directly without isolation for the preparation of compound of example 255. Starting materials: COC(=O)C(Cl)Cc1ccc(-n2c(=O)cc(C(F)(F)F)n(C)c2=O)c(F)c1, O=[N+]([O-])O, O=S(=O)(O)O. The product is COC(=O)C(Cl)Cc1cc(F)c(-n2c(=O)cc(C(F)(F)F)n(C)c2=O)cc1[N+](=O)[O-]. RXN SMILES: [Cl:1][CH:2]([C:3](=[O:4])[O:5][CH3:6])[CH2:7][c:8]1[cH:9][c:10]([F:27])[c:11](-[n:14]2[c:15](=[O:26])[n:16]([CH3:25])[c:17]([C:21]([F:22])([F:23])[F:24])[cH:18][c:19]2=[O:20])[cH:12][cH:13]1.[OH:28][N+:29]([O-:30])=[O:31].[S:32](=[O:33])(=[O:34])([OH:35])[OH:36]>>[Cl:1][CH:2]([C:3](=[O:4])[O:5][CH3:6])[CH2:7][c:8]1[cH:9][c:10]([F:27])[c:11](-[n:14]2[c:15](=[O:26])[n:16]([CH3:25])[c:17]([C:21]([F:22])([F:23])[F:24])[cH:18][c:19]2=[O:20])[cH:12][c:13]1[N+:29](=[O:28])[O-:30]. Reactants: C(C(C)C)(=O)OC(C)OC(=O)OC1C(=O)NC(C1)=O ([(1-isobutanoyloxyethoxy)carbonyloxy]succinimide), C(OC(C)OC(C(C)(C)C)=O)(SC)=O (O-(1-pivaloyloxyethyl) S-methyl thiocarbonate). Reaction SMILES: [C:1]([O:6][CH:7]([O:9][C:10]([O:12][CH:13]1[CH2:18][C:17](=[O:19])[NH:16][C:14]1=[O:15])=[O:11])[CH3:8])(=[O:5])[CH:2]([CH3:4])[CH3:3].[C:20](=O)(SC)OC(OC(=O)C(C)(C)C)C>>[C:1]([O:6][CH:7]([O:9][C:10]([O:12][CH:13]1[CH2:18][C:17](=[O:19])[NH:16][C:14]1=[O:15])=[O:11])[CH3:8])(=[O:5])[C:2]([CH3:20])([CH3:4])[CH3:3]. Procedure: Following the procedures for synthesizing [(1-isobutanoyloxyethoxy)carbonyloxy]succinimide (17) and replacing compound (2) with compound (5) affords [(1-pivaloyloxyethoxy)carbonyloxy]succinimide (19). Product: C(C(C)(C)C)(=O)OC(C)OC(=O)OC1C(=O)NC(C1)=O ([(1-pivaloyloxyethoxy)carbonyloxy]succinimide).